Dataset: the Open Reaction Database (ORD), a public repository of structured organic reaction records. Task: describe an organic reaction: reactants, conditions, products, and yield Starting materials: CC(C)(C)OC(=O)CBr, O=C([O-])[O-], CN(C)C=O, [K+], [K+], N#CCc1ccc(O)cc1. The product is CC(C)(C)OC(=O)COc1ccc(CC#N)cc1. Reaction SMILES: [Br:11][CH2:12][C:13](=[O:14])[O:15][C:16]([CH3:17])([CH3:18])[CH3:19].[C:20](=[O:21])([O-:22])[O-:23].[CH3:26][N:27]([CH3:28])[CH:29]=[O:30].[K+:24].[K+:25].[OH:1][c:2]1[cH:3][cH:4][c:5]([CH2:8][C:9]#[N:10])[cH:6][cH:7]1>>[O:1]([c:2]1[cH:3][cH:4][c:5]([CH2:8][C:9]#[N:10])[cH:6][cH:7]1)[CH2:12][C:13](=[O:14])[O:15][C:16]([CH3:17])([CH3:18])[CH3:19]. Procedure details: Thionyl chloride (2.2 mL, 30 mmol) was added to a stirred solution of 2-amino-6-methylbenzoic acid (1.51 g, 10 mmol) in benzene (50 mL) and the mixture was heated at reflux for 18 h. Once cooled, the solvent was removed in vacuo and stripped down twice with benzene (25 mL). The residue was dissolved in CHCl3 (50 mL) and treated with 2-fluoroaniline (1.93 mL, 20 mmol). The slurry was then heated at reflux for 3 h. At that time TLC (50% EtOAc/hexane) indicated that the reaction was complete. After... The solvent is CCOC(=O)C.CCCCCC (EtOAc hexane), O (water), CN(C)C=O (DMF), C1=CC=CC=C1 (benzene). As a reaction SMILES: S(Cl)(Cl)=O.[NH2:5][C:6]1[CH:14]=[CH:13][CH:12]=[C:11]([CH3:15])[C:7]=1[C:8]([OH:10])=O.[F:16][C:17]1[CH:23]=[CH:22][CH:21]=[CH:20][C:18]=1[NH2:19].Cl[CH2:25][C:26](Cl)=O.[Cl-].O.[SH:31][C:32]1[N:40]=[CH:39][N:38]=[C:37]2[C:33]=1[NH:34][CH:35]=[N:36]2.C([O-])([O-])=O.[K+].[K+]>C1C=CC=CC=1.CN(C=O)C.O.CCOC(C)=O.CCCCCC>[F:16][C:17]1[CH:23]=[CH:22][CH:21]=[CH:20][C:18]=1[N:19]1[C:8](=[O:10])[C:7]2[C:6](=[CH:14][CH:13]=[CH:12][C:11]=2[CH3:15])[N:5]=[C:25]1[CH2:26][S:31][C:32]1[N:40]=[CH:39][N:38]=[C:37]2[C:33]=1[N:34]=[CH:35][NH:36]2 |f:5.6,7.8.9,13.14|. Starting materials: O.SC1=C2NC=NC2=NC=N1 (6-mercaptopurine monohydrate), C(=O)([O-])[O-].[K+].[K+] (K2CO3), [Cl-] (chloride), S(=O)(Cl)Cl (Thionyl chloride), NC1=C(C(=O)O)C(=CC=C1)C (2-amino-6-methylbenzoic acid), FC1=C(N)C=CC=C1 (2-fluoroaniline), ClCC(=O)Cl (chloro-actyl chloride). Reaction conditions: time 8 hour. Yields the product FC1=C(C=CC=C1)N1C(=NC2=CC=CC(=C2C1=O)C)CSC1=C2N=CNC2=NC=N1 (3-(2-Fluorophenyl)-5-methyl-2-(9H-purin-6-ylsulfanylmethyl)-3H-quinazolin-4-one). Starting materials: COCC(C)O, ClCCl, Cc1c(Cl)nc(C2CC2)nc1NC1CC1, NC1CCCCC1. The product is Cc1c(NC2CCCCC2)nc(C2CC2)nc1NC1CC1. As a reaction SMILES: [CH3:23][O:24][CH2:25][CH:26]([OH:27])[CH3:28].[Cl:29][CH2:30][Cl:31].[Cl:8][c:9]1[c:10]([CH3:22])[c:11]([NH:18][CH:19]2[CH2:20][CH2:21]2)[n:12][c:13]([CH:15]2[CH2:16][CH2:17]2)[n:14]1.[NH2:1][CH:2]1[CH2:3][CH2:4][CH2:5][CH2:6][CH2:7]1>>[NH:1]([CH:2]1[CH2:3][CH2:4][CH2:5][CH2:6][CH2:7]1)[c:9]1[c:10]([CH3:22])[c:11]([NH:18][CH:19]2[CH2:20][CH2:21]2)[n:12][c:13]([CH:15]2[CH2:16][CH2:17]2)[n:14]1. Starting materials: C(C)(=O)SCCCC(=O)N1[C@H](C(=O)O)CC(C1)(C1=CC=C(C=C1)C)O (1-[4-(Acetylthio)-1-oxobutyl]-4-hydroxy-4-[(4-methyl)phenyl]-L-proline), N (ammonia). Product: CC1=CC=C(C=C1)C1=C[C@H](N(C1)C(CCCS)=O)C(=O)O ((2S)-2,5-dihydro-4-[(4-methyl)phenyl]-1-(4-mercapto-1-oxobutyl)-1H-pyrrole-2-carboxylic acid). Reaction SMILES: C([S:4][CH2:5][CH2:6][CH2:7][C:8]([N:10]1[CH2:17][C:16](O)([C:18]2[CH:23]=[CH:22][C:21]([CH3:24])=[CH:20][CH:19]=2)[CH2:15][C@H:11]1[C:12]([OH:14])=[O:13])=[O:9])(=O)C.N>>[CH3:24][C:21]1[CH:22]=[CH:23][C:18]([C:16]2[CH2:17][N:10]([C:8](=[O:9])[CH2:7][CH2:6][CH2:5][SH:4])[C@H:11]([C:12]([OH:14])=[O:13])[CH:15]=2)=[CH:19][CH:20]=1. Procedure details: The product from part (b) is treated with concentrated ammonia according to the procedure of Example 4 to yield (2S)-2,5-dihydro-4-[(4-methyl)phenyl]-1-(4-mercapto-1-oxobutyl)-1H-pyrrole-2-carboxylic acid.